This data is from the Open Reaction Database (ORD), a public repository of structured organic reaction records. The task is: describe an organic reaction: reactants, conditions, products, and yield Starting materials: CO (MeOH), [Li+].[OH-] (LiOH), COC1=C(C=C(C=C1)OC)CC(=O)NC1=CC=C(C(=O)N(CC2=CC=C(C=C2)C2=NC(=NO2)C2=CC=C(C=C2)C2=CC=C(C=C2)C)CC(=O)OC(C)(C)C)C=C1 (tert-butyl 2-(4-(2-(2,5-dimethoxyphenyl)acetamido)-N-(4-(3-(4′-methyl-[1,1′-biphenyl]-4-yl)-1,2,4-oxadiazol-5-yl)benzyl)benzamido)acetate). Run in C1CCOC1 (THF). Reaction conditions: time 20 hour. Product: COC1=C(C=C(C=C1)OC)CC(=O)NC1=CC=C(C(=O)N(CC2=CC=C(C=C2)C2=NC(=NO2)C2=CC=C(C=C2)C2=CC=C(C=C2)C)CC(=O)O)C=C1 (2-(4-(2-(2,5-dimethoxyphenyl)acetamido)-N-(4-(3-(4′-methyl-[1,1′-biphenyl]-4-yl)-1,2,4-oxadiazol-5-yl)benzyl)benzamido)acetic acid). Yield: 71.0%. Reaction SMILES: [CH3:1][O:2][C:3]1[CH:8]=[CH:7][C:6]([O:9][CH3:10])=[CH:5][C:4]=1[CH2:11][C:12]([NH:14][C:15]1[CH:56]=[CH:55][C:18]([C:19]([N:21]([CH2:47][C:48]([O:50]C(C)(C)C)=[O:49])[CH2:22][C:23]2[CH:28]=[CH:27][C:26]([C:29]3[O:33][N:32]=[C:31]([C:34]4[CH:39]=[CH:38][C:37]([C:40]5[CH:45]=[CH:44][C:43]([CH3:46])=[CH:42][CH:41]=5)=[CH:36][CH:35]=4)[N:30]=3)=[CH:25][CH:24]=2)=[O:20])=[CH:17][CH:16]=1)=[O:13].CO.[Li+].[OH-]>C1COCC1>[CH3:1][O:2][C:3]1[CH:8]=[CH:7][C:6]([O:9][CH3:10])=[CH:5][C:4]=1[CH2:11][C:12]([NH:14][C:15]1[CH:56]=[CH:55][C:18]([C:19]([N:21]([CH2:47][C:48]([OH:50])=[O:49])[CH2:22][C:23]2[CH:28]=[CH:27][C:26]([C:29]3[O:33][N:32]=[C:31]([C:34]4[CH:39]=[CH:38][C:37]([C:40]5[CH:41]=[CH:42][C:43]([CH3:46])=[CH:44][CH:45]=5)=[CH:36][CH:35]=4)[N:30]=3)=[CH:25][CH:24]=2)=[O:20])=[CH:17][CH:16]=1)=[O:13] |f:2.3|. Procedure: Prepared using General Procedure 9. To a stirring solution of tert-butyl 2-(4-(2-(2,5-dimethoxyphenyl)acetamido)-N-(4-(3-(4′-methyl-[1,1′-biphenyl]-4-yl)-1,2,4-oxadiazol-5-yl)benzyl)benzamido)acetate INT-65 (55 mg, 0.073 mmol) in THF (2 mL) and MeOH (0.25 mL) was added 1 M LiOH (146 μL, 0.146 mmol). The reaction mixture was stirred at room temperature for 20 h and a precipitate was formed. The mixture was filtered under vacuum and the captured solid washed with diethyl ether (5 mL). The captured... Reactants: C(C)C1=C(C(=CC=C1)CC)C=1C=C2C(=CN1)NC=C2 (5-(2,6-diethyl-phenyl)-1H-pyrrolo[2,3-c]pyridine), IC1=CC=C(C=C1)C(C)C (1-iodo-4-isopropyl-benzene), C([O-])([O-])=O.[Cs+].[Cs+] (cesium carbonate), C(CN)N (ethylenediamine). Reagents/catalysts: [Cu]I (CuI). The solvent is O1CCOCC1 (dioxane), CCOC(=O)C (EtOAc). Run at temperature 60 celsius. The product is C(C)C1=C(C(=CC=C1)CC)C=1C=C2C(=CN1)N(C=C2)C2=CC=C(C=C2)C(C)C (5-(2,6-diethyl-phenyl)-1-(4-isopropyl-phenyl)-1H-pyrrolo[2,3-c]pyridine). Isolated yield 48.5%. As a reaction SMILES: [CH2:1]([C:3]1[CH:8]=[CH:7][CH:6]=[C:5]([CH2:9][CH3:10])[C:4]=1[C:11]1[CH:12]=[C:13]2[CH:19]=[CH:18][NH:17][C:14]2=[CH:15][N:16]=1)[CH3:2].I[C:21]1[CH:26]=[CH:25][C:24]([CH:27]([CH3:29])[CH3:28])=[CH:23][CH:22]=1.C(=O)([O-])[O-].[Cs+].[Cs+].C(N)CN>O1CCOCC1.CCOC(C)=O.[Cu]I>[CH2:1]([C:3]1[CH:8]=[CH:7][CH:6]=[C:5]([CH2:9][CH3:10])[C:4]=1[C:11]1[CH:12]=[C:13]2[CH:19]=[CH:18][N:17]([C:21]3[CH:26]=[CH:25][C:24]([CH:27]([CH3:29])[CH3:28])=[CH:23][CH:22]=3)[C:14]2=[CH:15][N:16]=1)[CH3:2] |f:2.3.4|. Reported procedure: A mixture of 5-(2,6-diethyl-phenyl)-1H-pyrrolo[2,3-c]pyridine (700 mg, 2.8 mmol), 1-iodo-4-isopropyl-benzene (2.0 g, 8.1 mmol), CuI (1.0 g, 5.3 mmol), cesium carbonate (1.8 g, 5.5 mmol) and ethylenediamine (336 mg, 5.6 mmol) in dioxane (10 mL) is heated at 60° C. overnight. The reaction mixture is cooled, diluted with EtOAc, and filtered through Celite. The filtrate is concentrated under reduced pressure. The residue is purified by chromatography on silica gel (Hexane/EtOAc, 4:1) to afford 500 m... Starting materials: [N+](=O)([O-])C=1C=C(CN)C=CC1 (3-nitrobenzylamine), ClC=1C2=C(N=C(N1)C1=CC=NO1)SC(=C2)Cl (4-chloro-2-(isoxazol-5-yl)-6-chloro-thieno-[2,3-d]-pyrimidine). The product is O1N=CC=C1C=1N=C(C2=C(N1)SC(=C2)Cl)NCC2=CC(=CC=C2)[N+](=O)[O-] (2-(isoxazol-5-yl)-4-(3-nitrobenzylamino)-6-chloro-thieno-[2,3-d]-pyrimidine). Reaction SMILES: [N+:1]([C:4]1[CH:5]=[C:6]([CH:9]=[CH:10][CH:11]=1)[CH2:7][NH2:8])([O-:3])=[O:2].Cl[C:13]1[C:14]2[CH:26]=[C:25]([Cl:27])[S:24][C:15]=2[N:16]=[C:17]([C:19]2[O:23][N:22]=[CH:21][CH:20]=2)[N:18]=1>>[O:23]1[C:19]([C:17]2[N:18]=[C:13]([NH:8][CH2:7][C:6]3[CH:9]=[CH:10][CH:11]=[C:4]([N+:1]([O-:3])=[O:2])[CH:5]=3)[C:14]3[CH:26]=[C:25]([Cl:27])[S:24][C:15]=3[N:16]=2)=[CH:20][CH:21]=[N:22]1. Procedure: With the procedure of Example 1, the reaction of 3-nitrobenzylamine with 4-chloro-2-(isoxazol-5-yl)-6-chloro-thieno-[2,3-d]-pyrimidine yields 2-(isoxazol-5-yl)-4-(3-nitrobenzylamino)-6-chloro-thieno-[2,3-d]-pyrimidine. Starting materials: C1CCNC1, CCO, COc1ccc(Nc2nc(Cl)ncc2I)cn1, O. The product is COc1ccc(Nc2nc(N3CCCC3)ncc2I)cn1. RXN SMILES: [CH2:18]1[CH2:19][CH2:20][NH:21][CH2:22]1.[CH3:23][CH2:24][OH:25].[Cl:1][c:2]1[n:3][cH:4][c:5]([I:17])[c:6]([NH:8][c:9]2[cH:10][n:11][c:12]([O:15][CH3:16])[cH:13][cH:14]2)[n:7]1.[OH2:26]>>[c:2]1([N:21]2[CH2:20][CH2:19][CH2:18][CH2:22]2)[n:3][cH:4][c:5]([I:17])[c:6]([NH:8][c:9]2[cH:10][n:11][c:12]([O:15][CH3:16])[cH:13][cH:14]2)[n:7]1.